Dataset: the Open Reaction Database (ORD), a public repository of structured organic reaction records. Task: describe an organic reaction: reactants, conditions, products, and yield Reactants: C(C)(=O)OCC (ethyl acetate), OC1=CC=C(C=N1)OC1=CC=C(C=C1)CCC(C)NC(C)=O (N-{3-[4-(6-Hydroxypyridin-3-yloxy)phenyl]-1-methylpropyl}acetamide), CC(C)([O-])C.[K+] (potassium tert-butoxide), C(C1=CC=CC=C1)Br (benzylbromide). The solvent is CN1CCCC1=O (NMP), O (water). Yields the product C(C1=CC=CC=C1)N1C=C(C=CC1=O)OC1=CC=C(C=C1)CCC(C)NC(C)=O (N-{3-[4-(1-Benzyl-6-oxo-1,6-dihydropyridin-3-yloxy)phenyl]-1-methylpropyl}acetamide). As a reaction SMILES: [OH:1][C:2]1[N:7]=[CH:6][C:5]([O:8][C:9]2[CH:14]=[CH:13][C:12]([CH2:15][CH2:16][CH:17]([NH:19][C:20](=[O:22])[CH3:21])[CH3:18])=[CH:11][CH:10]=2)=[CH:4][CH:3]=1.CC(C)([O-])C.[K+].[CH2:29](Br)[C:30]1[CH:35]=[CH:34][CH:33]=[CH:32][CH:31]=1.C(OCC)(=O)C>CN1C(=O)CCC1.O>[CH2:29]([N:7]1[C:2](=[O:1])[CH:3]=[CH:4][C:5]([O:8][C:9]2[CH:14]=[CH:13][C:12]([CH2:15][CH2:16][CH:17]([NH:19][C:20](=[O:22])[CH3:21])[CH3:18])=[CH:11][CH:10]=2)=[CH:6]1)[C:30]1[CH:35]=[CH:34][CH:33]=[CH:32][CH:31]=1 |f:1.2|. Procedure: N-{3-[4-(6-Hydroxypyridin-3-yloxy)phenyl]-1-methylpropyl}acetamide (150 mg, 0.5 mmol) was stirred with potassium tert-butoxide (168 mg, 1.5 mmol) and benzylbromide (342 mg, 2 mmol) in 3 ml of NMP at room temperature for 10 h. The batch was admixed with ethyl acetate and water, and the organic phase was separated off, concentrated and purified by preparative HPLC (PR18, acetonitrile/water 0.1% TFA). Yield: 22 mg (11%), M+H+: 391.15. N-{3-[4-(1-Benzyl-6-oxo-1,6-dihydropyridin-3-yloxy)phenyl]-1-met... The reactants are [BH4-], Cc1sc2nc(Cn3cc(C=O)c(C(F)(F)F)n3)[nH]c(=O)c2c1-c1ccccc1, CO, ClCCl, [Na+]. The product is Cc1sc2nc(Cn3cc(CO)c(C(F)(F)F)n3)[nH]c(=O)c2c1-c1ccccc1. RXN SMILES: [BH4-:30].[CH3:1][c:2]1[c:3](-[c:24]2[cH:25][cH:26][cH:27][cH:28][cH:29]2)[c:4]2[c:5]([n:6][c:7]([CH2:11][n:12]3[n:13][c:14]([C:19]([F:20])([F:21])[F:22])[c:15]([CH:17]=[O:18])[cH:16]3)[nH:8][c:9]2=[O:10])[s:23]1.[CH3:35][OH:36].[Cl:32][CH2:33][Cl:34].[Na+:31]>>[CH3:1][c:2]1[c:3](-[c:24]2[cH:25][cH:26][cH:27][cH:28][cH:29]2)[c:4]2[c:5]([n:6][c:7]([CH2:11][n:12]3[n:13][c:14]([C:19]([F:20])([F:21])[F:22])[c:15]([CH2:17][OH:18])[cH:16]3)[nH:8][c:9]2=[O:10])[s:23]1. The reactants are C1CCOC1, CC1(C)CC(=O)CC(C)(C)C1, O=C(c1ccc(O)cc1)c1ccc(F)cc1. The product is CC1(C)CC(=C(c2ccc(O)cc2)c2ccc(F)cc2)CC(C)(C)C1. As a reaction SMILES: [CH2:28]1[O:29][CH2:30][CH2:31][CH2:32]1.[CH3:17][C:18]1([CH3:27])[CH2:19][C:20](=[O:26])[CH2:21][C:22]([CH3:24])([CH3:25])[CH2:23]1.[F:1][c:2]1[cH:3][cH:4][c:5]([C:8](=[O:9])[c:10]2[cH:11][cH:12][c:13]([OH:16])[cH:14][cH:15]2)[cH:6][cH:7]1>>[F:1][c:2]1[cH:3][cH:4][c:5]([C:8]([c:10]2[cH:11][cH:12][c:13]([OH:16])[cH:14][cH:15]2)=[C:20]2[CH2:19][C:18]([CH3:17])([CH3:27])[CH2:23][C:22]([CH3:24])([CH3:25])[CH2:21]2)[cH:6][cH:7]1. Reactants: C(C)(C)(C)N1N=C(C=C1C1=CC=C(C=C1)C)CCC=O (3-(1-tert-butyl-5-p-tolyl-1H-pyrazol-3-yl)propanal), [BH-](OC(=O)C)(OC(=O)C)OC(=O)C.[Na+] (NaBH(OAc)3), ClC1=CC=C(C=C1)N1CCNCC1 (1-(4-chlorophenyl)piperazine), CCN(C(C)C)C(C)C (DIPEA). Product: C(C)(C)(C)N1N=C(C=C1C1=CC=C(C=C1)C)CCCN1CCN(CC1)C1=CC=C(C=C1)Cl (1-(3-(1-tert-butyl-5-p-tolyl-1H-pyrazol-3-yl)propyl)-4-(4-chlorophenyl)piperazine). RXN SMILES: [C:1]([N:5]1[C:9]([C:10]2[CH:15]=[CH:14][C:13]([CH3:16])=[CH:12][CH:11]=2)=[CH:8][C:7]([CH2:17][CH2:18][CH:19]=O)=[N:6]1)([CH3:4])([CH3:3])[CH3:2].[Cl:21][C:22]1[CH:27]=[CH:26][C:25]([N:28]2[CH2:33][CH2:32][NH:31][CH2:30][CH2:29]2)=[CH:24][CH:23]=1.CCN(C(C)C)C(C)C.[BH-](OC(C)=O)(OC(C)=O)OC(C)=O.[Na+]>>[C:1]([N:5]1[C:9]([C:10]2[CH:15]=[CH:14][C:13]([CH3:16])=[CH:12][CH:11]=2)=[CH:8][C:7]([CH2:17][CH2:18][CH2:19][N:31]2[CH2:30][CH2:29][N:28]([C:25]3[CH:24]=[CH:23][C:22]([Cl:21])=[CH:27][CH:26]=3)[CH2:33][CH2:32]2)=[N:6]1)([CH3:4])([CH3:3])[CH3:2] |f:3.4|. Procedure: 82 mg (76%) of target compound was obtained by using a method same as in Example 1 by using 3-(1-tert-butyl-5-p-tolyl-1H-pyrazol-3-yl)propanal (60 mg, 0.222 mmol), 1-(4-chlorophenyl)piperazine (60 mg, 0.222 mmol), DIPEA (0.06 mL, 0.333 mmol) and NaBH(OAc)3 (141 mg, 0.666 mmol). Reactants: ClC1=CC=2C(=C(N=CC2)N)O1 (2-chlorofuro[2,3-c]pyridin-7-amine), IN1C(CCC1=O)=O (N-iodosuccinimide). Run in CC#N (MeCN). Run at time 16 hour. Product: ClC1=CC=2C(=C(N=CC2I)N)O1 (2-chloro-4-iodofuro[2,3-c]pyridin-7-amine). The yield is 79.5%. Reaction SMILES: [Cl:1][C:2]1[O:11][C:5]2=[C:6]([NH2:10])[N:7]=[CH:8][CH:9]=[C:4]2[CH:3]=1.[I:12]N1C(=O)CCC1=O>CC#N>[Cl:1][C:2]1[O:11][C:5]2=[C:6]([NH2:10])[N:7]=[CH:8][C:9]([I:12])=[C:4]2[CH:3]=1. Reported procedure: A solution of 2-chlorofuro[2,3-c]pyridin-7-amine (9.0 g, 53.8 mmol) in MeCN (250 mL) was treated with N-iodosuccinimide (18.2 g, 80.8 mmol) added portionwise over a 5-10 min period. The mixture was stirred at RT for 16 h. The reaction was then quenched with 20% aqueous Na2S2O3 and stirred for 10 min. EtOAc (200 mL) was added and the phases separated. The organic phase was washed with 20% aqueous Na2S2O3 (50 mL), then water (2×100 mL) and finally with brine. After drying over Na2SO4, the organic ... Procedure: 3-Pyridazin-4-ylbiphenyl-4-ol (Preparation 4, 40 mg, 0.16 mmol) and 3-chloro-N-(2,4-dimethoxybenzyl)-4-fluoro-N-1,3,4-thiadiazol-2-ylbenzenesulfonamide (Preparation 17, 72 mg, 0.16 mmol) were dissolved in dimethylsulfoxide (2 mL). Potassium carbonate (67 mg, 0.5 mmol) was added and the reaction stirred at room temperature for 16 hours. The crude material was partitioned between ethyl acetate (20 mL) and water (20 mL), the organic layer separated, concentrated in vacuo, dissolved in trifluoroacet... Solvent: CS(=O)C (dimethylsulfoxide). Conditions: time 16 hour. The reactants are N1=NC=C(C=C1)C=1C=C(C=CC1O)C1=CC=CC=C1 (3-Pyridazin-4-ylbiphenyl-4-ol), ClC=1C=C(C=CC1F)S(=O)(=O)N(C=1SC=NN1)CC1=C(C=C(C=C1)OC)OC (3-chloro-N-(2,4-dimethoxybenzyl)-4-fluoro-N-1,3,4-thiadiazol-2-ylbenzenesulfonamide), C([O-])([O-])=O.[K+].[K+] (Potassium carbonate). Yield: 49.1%. RXN SMILES: [N:1]1[CH:6]=[CH:5][C:4]([C:7]2[CH:8]=[C:9]([C:14]3[CH:19]=[CH:18][CH:17]=[CH:16][CH:15]=3)[CH:10]=[CH:11][C:12]=2[OH:13])=[CH:3][N:2]=1.[Cl:20][C:21]1[CH:22]=[C:23]([S:28]([N:31](CC2C=CC(OC)=CC=2OC)[C:32]2[S:33][CH:34]=[N:35][N:36]=2)(=[O:30])=[O:29])[CH:24]=[CH:25][C:26]=1F.C(=O)([O-])[O-].[K+].[K+]>CS(C)=O>[Cl:20][C:21]1[CH:22]=[C:23]([S:28]([NH:31][C:32]2[S:33][CH:34]=[N:35][N:36]=2)(=[O:29])=[O:30])[CH:24]=[CH:25][C:26]=1[O:13][C:12]1[CH:11]=[CH:10][C:9]([C:14]2[CH:19]=[CH:18][CH:17]=[CH:16][CH:15]=2)=[CH:8][C:7]=1[C:4]1[CH:5]=[CH:6][N:1]=[N:2][CH:3]=1 |f:2.3.4|. The product is ClC=1C=C(C=CC1OC1=C(C=C(C=C1)C1=CC=CC=C1)C1=CN=NC=C1)S(=O)(=O)NC=1SC=NN1 (3-Chloro-4-[(3-pyridazin-4-ylbiphenyl-4-yl)oxy]-N-1,3,4-thiadiazol-2-ylbenzenesulfonamide). Reactants: [H-].[H-].[H-].[H-].[Li+].[Al+3] (LAH), ClC1=C(C=CC=C1)[C@H]1[C@@H](OC(O1)(C)C)C(=O)OC ((4R,5S)-methyl 5-(2-chlorophenyl)-2,2-dimethyl-1,3-dioxolane-4-carboxylate). The solvent is C1CCOC1 (THF), C1CCOC1 (THF). The product is ClC1=C(C=CC=C1)[C@H]1[C@@H](OC(O1)(C)C)CO (((4S,5S)-5-(2-chlorophenyl)-2,2-dimethyl-1.3-dioxolane-4-yl)methanol). Yield: 99.9%. Reaction SMILES: [H-].[H-].[H-].[H-].[Li+].[Al+3].[Cl:7][C:8]1[CH:13]=[CH:12][CH:11]=[CH:10][C:9]=1[C@@H:14]1[O:18][C:17]([CH3:20])([CH3:19])[O:16][C@H:15]1[C:21](OC)=[O:22]>C1COCC1>[Cl:7][C:8]1[CH:13]=[CH:12][CH:11]=[CH:10][C:9]=1[C@@H:14]1[O:18][C:17]([CH3:19])([CH3:20])[O:16][C@H:15]1[CH2:21][OH:22] |f:0.1.2.3.4.5|. Procedure details: A solution of To a solution LAH(LiAlH4 3.31 g, 87.25 mmol) in THF was added dropwise to a solution of (4R,5S)-methyl 5-(2-chlorophenyl)-2,2-dimethyl-1,3-dioxolane-4-carboxylate (23.6 g, Preparation 26) in THF at 0° C., and the mixture stirred at room temp. The reaction mixture was quenched with H2O at 0° C., cellite filtered with EtOAc, washed with EtOAc, dried over anhydrous magnesium sulfate (MgSO4), filtered and concentrated. The crude compound was purified by a silica gel column to produce t...